This data is from the Open Reaction Database (ORD), a public repository of structured organic reaction records. The task is: describe an organic reaction: reactants, conditions, products, and yield Reactants: CNC(=O)C1=NC=CC(=C1)OC1=CC2=C(N(C(=N2)NC2=CC(=CC=C2)CC)C)C=C1 (4-[2-(3-Ethyl-phenylamino)-1-methyl-1H-benzoimidazol-5-yloxy]-pyridine-2-carboxylic acid methylamide), O=C1C(O)=C([O-])[C@H](O1)[C@@H](O)CO.[Na+] (sodium ascorbate), C(C1=CC=CC=C1)N=[N+]=[N-] (benzyl azide). The reagents and catalysts are O.O.O.O.O.S(=O)(=O)([O-])[O-].[Cu+2] (copper (II) sulfate pentahydrate). Run in C(C)(C)(C)O (t-butanol), O (water). Reaction conditions: time 1 hour. The product is CNC(=O)C1=NC=CC(=C1)OC1=CC2=C(N(C(=N2)NC2=CC(=CC=C2)C=2N=NN(C2)CC2=CC=CC=C2)C)C=C1 (4-{2-(3-(1-Benzyl-1H-[1,2,3]triazol-4-yl)-phenyl amino]-1-methyl-1H-benzoimidazol-5-yloxy}-pyridine-2-carboxylic acid methyl amide). RXN SMILES: [CH3:1][NH:2][C:3]([C:5]1[CH:10]=[C:9]([O:11][C:12]2[CH:30]=[CH:29][C:15]3[N:16]([CH3:28])[C:17]([NH:19][C:20]4[CH:25]=[CH:24][CH:23]=[C:22]([CH2:26][CH3:27])[CH:21]=4)=[N:18][C:14]=3[CH:13]=2)[CH:8]=[CH:7][N:6]=1)=[O:4].[CH2:31]([N:38]=[N+:39]=[N-:40])[C:32]1[CH:37]=[CH:36][CH:35]=[CH:34][CH:33]=1.O=C1O[C@H]([C@H](CO)O)C([O-])=C1O.[Na+]>C(O)(C)(C)C.O.O.O.O.O.O.S([O-])([O-])(=O)=O.[Cu+2]>[CH3:1][NH:2][C:3]([C:5]1[CH:10]=[C:9]([O:11][C:12]2[CH:30]=[CH:29][C:15]3[N:16]([CH3:28])[C:17]([NH:19][C:20]4[CH:25]=[CH:24][CH:23]=[C:22]([C:26]5[N:40]=[N:39][N:38]([CH2:31][C:32]6[CH:37]=[CH:36][CH:35]=[CH:34][CH:33]=6)[CH:27]=5)[CH:21]=4)=[N:18][C:14]=3[CH:13]=2)[CH:8]=[CH:7][N:6]=1)=[O:4] |f:2.3,6.7.8.9.10.11.12|. Procedure details: To a mixture of 4-[2-(3-Ethyl-phenylamino)-1-methyl-1H-benzoimidazol-5-yloxy]-pyridine-2-carboxylic acid methylamide (1 eq) (prepared using previously described example 2), benzyl azide (1 eq) in t-butanol (0.1M) was added sodium ascorbate (0.05 eq), and copper (II) sulfate pentahydrate (0.01 eq). The resulting mixture was allowed to stir for 1 hour at room temperature. The mixture was then diluted with water and the solid collect via suction filtration. MS: MH+ 531 Reactants: [Li+].CC(C)[N-]C(C)C (LDA), ClC1=NC=NC(=C1F)CC (4-Chloro-6-ethyl-5-fluoropyrimidine), FC1=C(C=CC(=C1)F)C(CN1N=CN=C1)=O (1-(2,4-difluorophenyl)-2-(1H-1,2,4-triazol-1-yl)ethanone). Run in C1CCOC1 (THF). Reaction conditions: temperature -70 celsius, time 3 hour. Yields the product ClC1=NC=NC(=C1F)C(C(CN1N=CN=C1)(O)C1=C(C=C(C=C1)F)F)C (3-(4-Chloro-5-fluoropyrimidin-6-yl)-2-(2,4-difluorophenyl)-1-(1H-1,2,4-triazol-1-yl)butan-2-ol). RXN SMILES: [Li+].CC([N-]C(C)C)C.[Cl:9][C:10]1[C:15]([F:16])=[C:14]([CH2:17][CH3:18])[N:13]=[CH:12][N:11]=1.[F:19][C:20]1[CH:25]=[C:24]([F:26])[CH:23]=[CH:22][C:21]=1[C:27](=[O:34])[CH2:28][N:29]1[CH:33]=[N:32][CH:31]=[N:30]1>C1COCC1>[Cl:9][C:10]1[C:15]([F:16])=[C:14]([CH:17]([CH3:18])[C:27]([C:21]2[CH:22]=[CH:23][C:24]([F:26])=[CH:25][C:20]=2[F:19])([OH:34])[CH2:28][N:29]2[CH:33]=[N:32][CH:31]=[N:30]2)[N:13]=[CH:12][N:11]=1 |f:0.1|. Procedure details: To a solution of LDA (20 mmol) in THF1 (50 ml) (prepared by a similar method to that used in Example 1) under a nitrogen atmosphere and at -70° C. was added dropwise a solution of the product of part (ii) (3.2 g, 20 mmol) in THF1 (30 ml) over 15 minutes. The resulting mixture was stirred at this temperature for 3 hours. To the resulting solution was added a solution of 1-(2,4-difluorophenyl)-2-(1H-1,2,4-triazol-1-yl)ethanone (4.46 g, 20 mmol) in THF (50 ml) and the mixture was maintained at -70°... Starting materials: c1ccc(CN2CCC(n3ncnn3)C2)cc1, Cl. Product: Cl, c1nnn(C2CCNC2)n1. As a reaction SMILES: [CH2:1]([c:2]1[cH:3][cH:4][cH:5][cH:6][cH:7]1)[N:8]1[CH2:9][CH:10]([n:13]2[n:14][cH:15][n:16][n:17]2)[CH2:11][CH2:12]1.[ClH:18]>>[ClH:18].[NH:8]1[CH2:9][CH:10]([n:13]2[n:14][cH:15][n:16][n:17]2)[CH2:11][CH2:12]1. The reactants are Oc1cnc(-c2cccc(OCc3ccccc3)c2)nc1, CCCCCCCCO, CCOC(=O)N=NC(=O)OCC, C1CCOC1, c1ccc(P(c2ccccc2)c2ccccc2)cc1. The product is CCCCCCCCOc1cnc(-c2cccc(OCc3ccccc3)c2)nc1. Reaction SMILES: [CH2:32]([c:33]1[cH:34][cH:35][cH:36][cH:37][cH:38]1)[O:39][c:40]1[cH:41][c:42](-[c:46]2[n:47][cH:48][c:49]([OH:52])[cH:50][n:51]2)[cH:43][cH:44][cH:45]1.[CH2:53]([CH2:54][CH2:55][CH2:56][CH2:57][CH2:58][CH2:59][CH3:60])[OH:61].[O:20]=[C:21]([O:22][CH2:23][CH3:24])[N:25]=[N:26][C:27]([O:28][CH2:29][CH3:30])=[O:31].[O:62]1[CH2:63][CH2:64][CH2:65][CH2:66]1.[c:1]1([P:2]([c:3]2[cH:4][cH:5][cH:6][cH:7][cH:8]2)[c:9]2[cH:10][cH:11][cH:12][cH:13][cH:14]2)[cH:15][cH:16][cH:17][cH:18][cH:19]1>>[CH2:32]([c:33]1[cH:34][cH:35][cH:36][cH:37][cH:38]1)[O:39][c:40]1[cH:41][c:42](-[c:46]2[n:47][cH:48][c:49]([O:52][CH2:53][CH2:54][CH2:55][CH2:56][CH2:57][CH2:58][CH2:59][CH3:60])[cH:50][n:51]2)[cH:43][cH:44][cH:45]1. The reactants are IC (iodomethane), C(C)SC=1NC(=C(N1)C1=CC=C(C=C1)OC)C1=CC=C(C=C1)OC (2-Ethylthio-4,5-bis(4-methoxyphenyl)imidazole). The product is COC1=CC=C(C=C1)C=1N=C(NC1C1=CC=C(C=C1)OC)SC (4,5-bis(4-methoxyphenyl)-2-methylthioimidazole). As a reaction SMILES: IC.[CH2:3]([S:5][C:6]1[NH:7][C:8]([C:19]2[CH:24]=[CH:23][C:22]([O:25][CH3:26])=[CH:21][CH:20]=2)=[C:9]([C:11]2[CH:16]=[CH:15][C:14]([O:17][CH3:18])=[CH:13][CH:12]=2)[N:10]=1)C>>[CH3:18][O:17][C:14]1[CH:15]=[CH:16][C:11]([C:9]2[N:10]=[C:6]([S:5][CH3:3])[NH:7][C:8]=2[C:19]2[CH:24]=[CH:23][C:22]([O:25][CH3:26])=[CH:21][CH:20]=2)=[CH:12][CH:13]=1. Procedure details: By substituting iodomethane for the iodoethane of Example 10, one obtains as product 4,5-bis(4-methoxyphenyl)-2-methylthioimidazole, m.p. 157°-158.5°. Reactants: C#CCCOCCCCCCOC(C)=O, CN(C(=O)C(F)(F)F)c1ccc(C#CCCCO)cc1. Yields the product CC(=O)OCCCCCCOCCC#Cc1ccc(N(C)C(=O)C(F)(F)F)cc1. Reaction SMILES: [C:21]([CH3:22])(=[O:23])[O:24][CH2:25][CH2:26][CH2:27][CH2:28][CH2:29][CH2:30][O:31][CH2:32][CH2:33][C:34]#[CH:35].[F:1][C:2]([C:3](=[O:4])[N:5]([CH3:6])[c:7]1[cH:8][cH:9][c:10]([C:13]#[C:14][CH2:15][CH2:16][CH2:17][OH:18])[cH:11][cH:12]1)([F:19])[F:20]>>[F:1][C:2]([C:3](=[O:4])[N:5]([CH3:6])[c:7]1[cH:8][cH:9][c:10]([C:13]#[C:14][CH2:15][CH2:16][O:31][CH2:30][CH2:29][CH2:28][CH2:27][CH2:26][CH2:25][O:24][C:21]([CH3:22])=[O:23])[cH:11][cH:12]1)([F:19])[F:20]. The reactants are O=C(Cc1cc(F)ccc1F)N1CCc2cc(Br)ccc21, Nc1nccc2scc(Br)c12, O=C([O-])O, C1COCCO1, CC(=O)[O-], CCOC(C)=O, [K+], [Na+], O. The product is Nc1nccc2scc(-c3ccc4c(c3)CCN4C(=O)Cc3cc(F)ccc3F)c12. Reaction SMILES: [Br:1][c:2]1[cH:3][c:4]2[c:8]([cH:9][cH:10]1)[N:7]([C:11]([CH2:12][c:13]1[c:14]([F:20])[cH:15][cH:16][c:17]([F:19])[cH:18]1)=[O:21])[CH2:6][CH2:5]2.[Br:27][c:28]1[cH:29][s:30][c:31]2[c:32]1[c:33]([NH2:37])[n:34][cH:35][cH:36]2.[C:38](=[O:39])([OH:40])[O-:41].[CH2:50]1[O:51][CH2:52][CH2:53][O:54][CH2:55]1.[CH3:23][C:24](=[O:25])[O-:26].[CH3:43][CH2:44][O:45][C:46](=[O:47])[CH3:48].[K+:22].[Na+:42].[OH2:49]>>[c:2]1(-[c:28]2[cH:29][s:30][c:31]3[c:32]2[c:33]([NH2:37])[n:34][cH:35][cH:36]3)[cH:3][c:4]2[c:8]([cH:9][cH:10]1)[N:7]([C:11]([CH2:12][c:13]1[c:14]([F:20])[cH:15][cH:16][c:17]([F:19])[cH:18]1)=[O:21])[CH2:6][CH2:5]2.